From a dataset of the Open Reaction Database (ORD), a public repository of structured organic reaction records. describe an organic reaction: reactants, conditions, products, and yield The reactants are Cn1cc(-c2cccc(CCOCCC(=O)O)c2)cn1, CCCCC(C)NCC(OC)OC, CCOC(C)=O, CCCC(C)C. Yields the product CCCCC(C)N(CC(OC)OC)C(=O)CCOCCc1cccc(-c2cnn(C)c2)c1. Reaction SMILES: [CH3:1][n:2]1[n:3][cH:4][c:5](-[c:7]2[cH:8][c:9]([CH2:10][CH2:11][O:12][CH2:13][CH2:14][C:15](=[O:16])[OH:17])[cH:18][cH:19][cH:20]2)[cH:6]1.[CH3:21][O:22][CH:23]([CH2:24][NH:25][CH:26]([CH3:27])[CH2:28][CH2:29][CH2:30][CH3:31])[O:32][CH3:33].[CH3:34][CH2:35][O:36][C:37](=[O:38])[CH3:39].[CH3:40][CH2:41][CH2:42][CH:43]([CH3:44])[CH3:45]>>[CH3:1][n:2]1[n:3][cH:4][c:5](-[c:7]2[cH:8][c:9]([CH2:10][CH2:11][O:12][CH2:13][CH2:14][C:15](=[O:17])[N:25]([CH2:24][CH:23]([O:22][CH3:21])[O:32][CH3:33])[CH:26]([CH3:27])[CH2:28][CH2:29][CH2:30][CH3:31])[cH:18][cH:19][cH:20]2)[cH:6]1. Starting materials: N1CCS(CC1)(=O)=O (thiomorpholine 1,1-dioxide), C([O-])([O-])=O.[K+].[K+] (potassium carbonate), C1(=CC=CC=C1)C(=O)NC1CN(CC(C1)C1=CC=C(C=C1)C(F)(F)F)C(=O)OC1=CC=C(C=C1)[N+](=O)[O-] (4-nitrophenyl 3-[(phenylcarbonyl)amino]-5-[4-(trifluoromethyl)phenyl]piperidine-1-carboxylate). Solvent: CN(C)C=O (DMF). The product is O=S1(CCN(CC1)C(=O)N1CC(CC(C1)C1=CC=C(C=C1)C(F)(F)F)NC(=O)C1=CC=CC=C1)=O (N-{1-[(1,1-Dioxidothiomorpholin-4-yl)carbonyl]-5-[4-(trifluoromethyl)phenyl]piperidin-3-yl}-benzenecarboxamide). Reaction SMILES: [C:1]1([C:7]([NH:9][CH:10]2[CH2:15][CH:14]([C:16]3[CH:21]=[CH:20][C:19]([C:22]([F:25])([F:24])[F:23])=[CH:18][CH:17]=3)[CH2:13][N:12]([C:26](OC3C=CC([N+]([O-])=O)=CC=3)=[O:27])[CH2:11]2)=[O:8])[CH:6]=[CH:5][CH:4]=[CH:3][CH:2]=1.[NH:38]1[CH2:43][CH2:42][S:41](=[O:45])(=[O:44])[CH2:40][CH2:39]1.C(=O)([O-])[O-].[K+].[K+]>CN(C=O)C>[O:44]=[S:41]1(=[O:45])[CH2:42][CH2:43][N:38]([C:26]([N:12]2[CH2:13][CH:14]([C:16]3[CH:17]=[CH:18][C:19]([C:22]([F:25])([F:23])[F:24])=[CH:20][CH:21]=3)[CH2:15][CH:10]([NH:9][C:7]([C:1]3[CH:6]=[CH:5][CH:4]=[CH:3][CH:2]=3)=[O:8])[CH2:11]2)=[O:27])[CH2:39][CH2:40]1 |f:2.3.4|. Procedure details: 200 mg (0.39 mmol) of 4-nitrophenyl 3-[(phenylcarbonyl)amino]-5-[4-(trifluoromethyl)phenyl]piperidine-1-carboxylate were initially charged in 4.3 ml of DMF, and 158 mg (1.17 mmol) of thiomorpholine 1,1-dioxide and 54 mg (0.39 mmol) of potassium carbonate were added. The mixture was reacted in a microwave (Emrys Optimizer) at 150° C. for 15 min. The crude product was then purified by preparative HPLC (Reprosil C18, water/acetonitrile gradient). Starting materials: [OH-].[Na+] (NaOH), CC1(OC[C@H](O1)CN1N=C(C=C1)NC(C1=CC=CC=C1)=O)C (N-[1-((R)-2,2-Dimethyl-[1,3]dioxolan-4-ylmethyl)-1H-pyrazol-3-yl]-benzamide), [OH-].[Na+] (NaOH), O (water). Run in CO (methanol). Run at time 30 minute. Yields the product CC1(OC[C@H](O1)CN1N=C(C=C1)N)C (1-((R)-2,2-Dimethyl-[1,3]dioxolan-4-ylmethyl)-1H-pyrazol-3-ylamine). Reaction SMILES: [CH3:1][C:2]1([CH3:22])[O:6][C@H:5]([CH2:7][N:8]2[CH:12]=[CH:11][C:10]([NH:13]C(=O)C3C=CC=CC=3)=[N:9]2)[CH2:4][O:3]1.O.[OH-].[Na+]>CO>[CH3:1][C:2]1([CH3:22])[O:6][C@H:5]([CH2:7][N:8]2[CH:12]=[CH:11][C:10]([NH2:13])=[N:9]2)[CH2:4][O:3]1 |f:2.3|. Procedure: N-[1-((R)-2,2-Dimethyl-[1,3]dioxolan-4-ylmethyl)-1H-pyrazol-3-yl]-benzamide (150 mg, 0.5 mmol) was dissolved in methanol (2 ml), and water (1 ml) was added in one portion. The mixture was stirred at room temperature for 30 minutes. NaOH (120 mg, 3 mmol) was added. The mixture was stirred at reflux for 18 h. UPLC indicated the conversion was ˜20%, so the mixture was agitated for another 20 h. The conversation was still ˜40%. Another portion of NaOH (120 mg, 3 mmol) was added into the mixture. The...